Dataset: the Open Reaction Database (ORD), a public repository of structured organic reaction records. Task: describe an organic reaction: reactants, conditions, products, and yield Product: Nc1nc2c(sc(=S)n2C2OC(COC(=O)c3ccccc3)C(OC(=O)c3ccccc3)C2OC(=O)c2ccccc2)c(=O)[nH]1. As a reaction SMILES: [C:13]([O:14][CH:17]1[CH:18]([O:19][C:20]([c:21]2[cH:22][cH:23][cH:24][cH:25][cH:26]2)=[O:27])[CH:28]([O:29][C:30]([c:31]2[cH:32][cH:33][cH:34][cH:35][cH:36]2)=[O:37])[CH:38]([CH2:40][O:41][C:42]([c:43]2[cH:44][cH:45][cH:46][cH:47][cH:48]2)=[O:49])[O:39]1)(=[O:15])[CH3:16].[CH3:62][SiH:63]([CH3:64])[N:65]([CH3:66])[Si:67]([CH3:68])([CH3:69])[CH3:70].[NH2:1][c:2]1[nH:3][c:4](=[O:12])[c:5]2[c:6]([n:7]1)[nH:8][c:9](=[S:11])[s:10]2.[Si:50]([O:51][S:52]([C:53]([F:54])([F:55])[F:56])(=[O:57])=[O:58])([CH3:59])([CH3:60])[CH3:61]>>[NH2:1][c:2]1[nH:3][c:4](=[O:12])[c:5]2[c:6]([n:7]1)[n:8]([CH:17]1[CH:18]([O:19][C:20]([c:21]3[cH:22][cH:23][cH:24][cH:25][cH:26]3)=[O:27])[CH:28]([O:29][C:30]([c:31]3[cH:32][cH:33][cH:34][cH:35][cH:36]3)=[O:37])[CH:38]([CH2:40][O:41][C:42]([c:43]3[cH:44][cH:45][cH:46][cH:47][cH:48]3)=[O:49])[O:39]1)[c:9](=[S:11])[s:10]2. The reactants are CC(=O)OC1OC(COC(=O)c2ccccc2)C(OC(=O)c2ccccc2)C1OC(=O)c1ccccc1, CN([SiH](C)C)[Si](C)(C)C, Nc1nc2[nH]c(=S)sc2c(=O)[nH]1, C[Si](C)(C)OS(=O)(=O)C(F)(F)F.